From a dataset of the Open Reaction Database (ORD), a public repository of structured organic reaction records. describe an organic reaction: reactants, conditions, products, and yield Starting materials: COP(OC)(=O)CC(CCCCCCCCCCC)=O (dimethyl-2-oxotridecylphosphonate), [H-].[Na+] (sodium hydride), C[Si](C1=CC(=CO1)C=O)(C)C (5-trimethylsilyl-3-furaldehyde), suspension. The solvent is O1CCCC1 (tetrahydrofuran), O1CCCC1 (tetrahydrofuran), O1CCCC1 (tetrahydrofuran). Run at time 1.5 hour. Product: O=C(C=CC=1C=C(OC1)[Si](C)(C)C)CCCCCCCCCCC (4-(3-Oxo-1-tetradecenyl)-2-trimethylsilylfuran). As a reaction SMILES: COP([CH2:7][C:8](=[O:20])[CH2:9][CH2:10][CH2:11][CH2:12][CH2:13][CH2:14][CH2:15][CH2:16][CH2:17][CH2:18][CH3:19])(=O)OC.[H-].[Na+].[CH3:23][Si:24]([CH3:33])([CH3:32])[C:25]1[O:29][CH:28]=[C:27]([CH:30]=O)[CH:26]=1>O1CCCC1>[O:20]=[C:8]([CH2:9][CH2:10][CH2:11][CH2:12][CH2:13][CH2:14][CH2:15][CH2:16][CH2:17][CH2:18][CH3:19])[CH:7]=[CH:30][C:27]1[CH:26]=[C:25]([Si:24]([CH3:33])([CH3:32])[CH3:23])[O:29][CH:28]=1 |f:1.2|. Reported procedure: A solution of dimethyl-2-oxotridecylphosphonate (984 mg, 3.21 mmol) in tetrahydrofuran (25 ml) was added dropwise to a suspension of sodium hydride (128 mg; a 60% suspension in mineral oil) in tetrahydrofuran (5 ml) at 0° under argon. After 1.5 hours at room temperature, the mixture was cooled to 0° and a solution of 5-trimethylsilyl-3-furaldehyde (450 mg, 2.68 mmol) in tetrahydrofuran (15 ml) was added. Stirring was continued for 14 hours, while the cooling bath attained room temperature. The m... Reactants: FC=1C=CC=2C3=CC=CC=C3C(N(C2C1)C(=O)C=1C=C(C=CC1)O)C (3-[(3-fluoro-6-methylphenanthridin-5(6H)-yl)carbonyl]phenol), ( M ). Solvent: C(Cl)(Cl)Cl (CHCl3). Product: FC=1C=CC=2C3=CC=CC=C3[C@H](N(C2C1)C(=O)C=1C=C(C=CC1)O)C (3-{[(6R)-3-fluoro-6-methylphenanthridin-5(6H)-yl]carbonyl}phenol). RXN SMILES: [F:1][C:2]1[CH:3]=[CH:4][C:5]2[C:6]3[C:11]([CH:12]([CH3:25])[N:13]([C:16]([C:18]4[CH:19]=[C:20]([OH:24])[CH:21]=[CH:22][CH:23]=4)=[O:17])[C:14]=2[CH:15]=1)=[CH:10][CH:9]=[CH:8][CH:7]=3>C(Cl)(Cl)Cl>[F:1][C:2]1[CH:3]=[CH:4][C:5]2[C:6]3[C:11]([C@@H:12]([CH3:25])[N:13]([C:16]([C:18]4[CH:19]=[C:20]([OH:24])[CH:21]=[CH:22][CH:23]=4)=[O:17])[C:14]=2[CH:15]=1)=[CH:10][CH:9]=[CH:8][CH:7]=3. Procedure: The enantiomers of 3-[(3-fluoro-6-methylphenanthridin-5(6H)-yl)carbonyl]phenol (660 mg, 1.98 mmol) were separated by automated, preparative, normal phase, chiral chromatography on a Chiralpak AD (20 mm×250 mm) column eluting with 100% acetonitrile at a flow rate of 20 mL/min with. The fractions containing the first peak were combined and concentrated in vacuo, to provide one peak (99.9%) with a retention time of 2.708 minutes was isolated as a white solid (270 mg, 82% based upon a 1:1 ratio of e... The reactants are NC1=CC=C(C=C1)C=1CCC(NN1)=O (6-(p-aminophenyl)-4,5-dihydro-3(2H)-pyridazinone), COC(C(=O)Cl)C (2-methoxypropionyl chloride). Solvent: CC(=O)C (acetone). Product: COC(C(=O)NC1=CC=C(C=C1)C=1CCC(NN1)=O)C (6-[p-(2-methoxypropionylamino)-phenyl]4,5-dihydro-3(2H)-pyridazinone). Yield: 70.6%. As a reaction SMILES: [NH2:1][C:2]1[CH:7]=[CH:6][C:5]([C:8]2[CH2:9][CH2:10][C:11](=[O:14])[NH:12][N:13]=2)=[CH:4][CH:3]=1.[CH3:15][O:16][CH:17]([CH3:21])[C:18](Cl)=[O:19]>CC(C)=O>[CH3:15][O:16][CH:17]([CH3:21])[C:18]([NH:1][C:2]1[CH:7]=[CH:6][C:5]([C:8]2[CH2:9][CH2:10][C:11](=[O:14])[NH:12][N:13]=2)=[CH:4][CH:3]=1)=[O:19]. Procedure details: 20.3 g (107 millimoles) of 6-(p-aminophenyl)-4,5-dihydro-3(2H)-pyridazinone were stirred with 14.7 g (0.12 mole) of 2-methoxypropionyl chloride and 400 ml of absolute acetone for 10 hours at room temperature. The product was filtered off under suction at 10° C., washed with cold acetone and dried at 70° C. under reduced pressure. 20.8 g (76%) of 6-[p-(2-methoxypropionylamino)-phenyl]4,5-dihydro-3(2H)-pyridazinone were obtained. Mp.: 245°-247° C. Starting materials: CC(=O)O, O=[N+]([O-])c1ccc(-n2cnc3cnccc32)cc1, OO. The product is O=[N+]([O-])c1ccc(-n2cnc3c[n+]([O-])ccc32)cc1. Reaction SMILES: [CH3:21][C:22](=[O:23])[OH:24].[N+:1](=[O:2])([O-:3])[c:4]1[cH:5][cH:6][c:7](-[n:10]2[cH:11][n:12][c:13]3[cH:14][n:15][cH:16][cH:17][c:18]23)[cH:8][cH:9]1.[OH:19][OH:20]>>[N+:1](=[O:2])([O-:3])[c:4]1[cH:5][cH:6][c:7](-[n:10]2[cH:11][n:12][c:13]3[cH:14][n+:15]([O-:19])[cH:16][cH:17][c:18]23)[cH:8][cH:9]1. Starting materials: COC(C#CC1=CN(C2=NC=C(C=C21)C2=C(C=CC=C2)OC2=CC=CC=C2)S(=O)(=O)C2=CC=CC=C2)=O ([1-Benzenesulfonyl-5-(2-phenoxy-phenyl)-1H-pyrrolo[2,3-b]pyridin-3-yl]-propynoic acid methyl ester), [OH-].[Na+] (NaOH). Solvent: CCO (EtOH). Reaction conditions: temperature 90 celsius. Product: O(C1=CC=CC=C1)C1=C(C=CC=C1)C=1C=C2C(=NC1)NC=C2C#CC(=O)O ([5-(2-Phenoxy-phenyl)-1H-pyrrolo[2,3-b]pyridin-3-yl]-propynoic acid). Yield: 110.0%. Reaction SMILES: C[O:2][C:3](=[O:37])[C:4]#[C:5][C:6]1[C:14]2[C:9](=[N:10][CH:11]=[C:12]([C:15]3[CH:20]=[CH:19][CH:18]=[CH:17][C:16]=3[O:21][C:22]3[CH:27]=[CH:26][CH:25]=[CH:24][CH:23]=3)[CH:13]=2)[N:8](S(C2C=CC=CC=2)(=O)=O)[CH:7]=1.[OH-].[Na+]>CCO>[O:21]([C:16]1[CH:17]=[CH:18][CH:19]=[CH:20][C:15]=1[C:12]1[CH:13]=[C:14]2[C:6]([C:5]#[C:4][C:3]([OH:37])=[O:2])=[CH:7][NH:8][C:9]2=[N:10][CH:11]=1)[C:22]1[CH:27]=[CH:26][CH:25]=[CH:24][CH:23]=1 |f:1.2|. Procedure: A mixture of ester 14 (30 mg, 0.059 mmol), EtOH (593 μL) and 10% aq. NaOH (296 μL) was heated at 90° C. for 1 h. The reaction mixture was cooled, concentrated and acidified to pH 5 with 1N HCl. The mixture was then extracted with ethyl acetate (4×10 mL). The combined organic extracts were dried (MgSO4) and concentrated to give the crude product 15 (23 mg, 110%) which was used for the subsequent reactions without further purification.